Dataset: the Open Reaction Database (ORD), a public repository of structured organic reaction records. Task: describe an organic reaction: reactants, conditions, products, and yield Reported procedure: 3,4-Dihydroxyphenyl 1-(tert-butylamino)ethyl ketone hydrochloride (8 g.) was reacted with 18 ml. of pivalyl chloride in 35 ml. of trifluoroacetic acid, the resulting ester-amine salt was converted to the ester-amine, and the ester-amine was treated with hydrochloric acid to yield 10.5 g. of 3,4-bis-(pivalyloxy)phenyl 1-(tert-butylamino)ethyl ketone hydrochloride, m.p. 200°-202° C. (uncorr.). This ketone was catalytically hydrogenated in the presence of palladium-on-charcoal catalyst to yield 3,4... The reagents and catalysts are [Pd] (palladium-on-charcoal). Starting materials: Cl.C(C)(C)(C)NC(C)C(=O)C1=CC(=C(C=C1)O)O (3,4-Dihydroxyphenyl 1-(tert-butylamino)ethyl ketone hydrochloride), ester-amine, ester-amine, Cl.C(C)(C)(C)NC(C)C(=O)C1=CC(=C(C=C1)OC(C(C)(C)C)=O)OC(C(C)(C)C)=O (3,4-bis-(pivalyloxy)phenyl 1-(tert-butylamino)ethyl ketone hydrochloride), ketone, ester-amine, Cl (hydrochloric acid), FC(C(=O)O)(F)F (trifluoroacetic acid), C(C(C)(C)C)(=O)Cl (pivalyl chloride). RXN SMILES: Cl.C(NC(C(C1C=CC(O)=C(O)C=1)=O)C)(C)(C)C.C([Cl:25])(=O)C(C)(C)C.FC(F)(F)C(O)=O.Cl.Cl.[C:35]([NH:39][CH:40]([C:42]([C:44]1[CH:49]=[CH:48][C:47]([O:50][C:51](=[O:56])[C:52]([CH3:55])([CH3:54])[CH3:53])=[C:46]([O:57][C:58](=[O:63])[C:59]([CH3:62])([CH3:61])[CH3:60])[CH:45]=1)=[O:43])[CH3:41])([CH3:38])([CH3:37])[CH3:36]>[Pd]>[ClH:25].[C:58]([O:57][C:46]1[CH:45]=[C:44]([CH:49]=[CH:48][C:47]=1[O:50][C:51](=[O:56])[C:52]([CH3:55])([CH3:54])[CH3:53])[CH:42]([OH:43])[CH:40]([NH:39][C:35]([CH3:36])([CH3:37])[CH3:38])[CH3:41])(=[O:63])[C:59]([CH3:60])([CH3:61])[CH3:62] |f:0.1,5.6,8.9|. The product is Cl.C(C(C)(C)C)(=O)OC=1C=C(C(C(C)NC(C)(C)C)O)C=CC1OC(C(C)(C)C)=O (3,4-bis(pivalyloxy)-alpha-[1-(tert-butylamino)ethyl]-benzyl alcohol hydrochloride). Yields the product C=C(c1ccc(-c2ccnn2C)cc1)C(O)(Cn1cncn1)c1ccc(F)cc1F. RXN SMILES: [F:1][c:2]1[c:3]([C:9]([CH2:10][n:11]2[n:12][cH:13][n:14][cH:15]2)([CH:16]([CH3:17])[c:18]2[cH:19][cH:20][c:21](-[c:24]3[cH:25][cH:26][n:27][n:28]3[CH3:29])[cH:22][cH:23]2)[OH:30])[cH:4][cH:5][c:6]([F:8])[cH:7]1.[OH2:31]>>[F:1][c:2]1[c:3]([C:9]([CH2:10][n:11]2[n:12][cH:13][n:14][cH:15]2)([C:16](=[CH2:17])[c:18]2[cH:19][cH:20][c:21](-[c:24]3[cH:25][cH:26][n:27][n:28]3[CH3:29])[cH:22][cH:23]2)[OH:30])[cH:4][cH:5][c:6]([F:8])[cH:7]1. The reactants are CC(c1ccc(-c2ccnn2C)cc1)C(O)(Cn1cncn1)c1ccc(F)cc1F, O. The reactants are ClC=1C(=NC=C(N1)Cl)N (3,5-dichloro-2-pyrazinamine), ClC1=C(C=CC=C1Cl)S(=O)(=O)Cl (2,3-dichloro benzenesulphonyl chloride). The product is ClC1=C(C=CC=C1Cl)S(=O)(=O)NC1=NC=C(N=C1Cl)Cl (2,3-Dichloro-N-(3,5-dichloro-2-pyrazinyl)benzenesulphonamide). As a reaction SMILES: [Cl:1][C:2]1[C:3]([NH2:9])=[N:4][CH:5]=[C:6]([Cl:8])[N:7]=1.[Cl:10][C:11]1[C:16]([Cl:17])=[CH:15][CH:14]=[CH:13][C:12]=1[S:18](Cl)(=[O:20])=[O:19]>>[Cl:10][C:11]1[C:16]([Cl:17])=[CH:15][CH:14]=[CH:13][C:12]=1[S:18]([NH:9][C:3]1[C:2]([Cl:1])=[N:7][C:6]([Cl:8])=[CH:5][N:4]=1)(=[O:20])=[O:19]. Procedure details: Prepared by the method of Example 1 (reaction performed at room temperature) using 3,5-dichloro-2-pyrazinamine (2.0 g) and 2,3-dichloro benzenesulphonyl chloride (2.94 g). Yield 3.0 g. Reactants: N1N=CC=C1 (Pyrazole), CN[C@H]1[C@@H](CCCC1)NC (trans-N,N′-dimethylcyclohexane-1,2-diamine), C([O-])([O-])=O.[Cs+].[Cs+] (cesium carbonate), CC1CN1C(=O)N(C)C (N,N-dimethylpropyleneurea), IC=1C=NC2=CC(=CC=C2C1)[N+](=O)[O-] (3-iodo-7-nitroquinoline). The reagents and catalysts are [Cu](I)I (copper iodide). The solvent is O (Water). Conditions: temperature 70 celsius, time 2.5 hour. Yields the product [N+](=O)([O-])C1=CC=C2C=C(C=NC2=C1)N1N=CC=C1 (7-nitro-3-(1H-pyrazol-1-yl)quinoline). Yield: 99.9%. As a reaction SMILES: [NH:1]1[CH:5]=[CH:4][CH:3]=[N:2]1.CN[C@@H]1CCCC[C@H]1NC.C(=O)([O-])[O-].[Cs+].[Cs+].CC1N(C(N(C)C)=O)C1.I[C:32]1[CH:33]=[N:34][C:35]2[C:40]([CH:41]=1)=[CH:39][CH:38]=[C:37]([N+:42]([O-:44])=[O:43])[CH:36]=2>[Cu](I)I.O>[N+:42]([C:37]1[CH:36]=[C:35]2[C:40]([CH:41]=[C:32]([N:1]3[CH:5]=[CH:4][CH:3]=[N:2]3)[CH:33]=[N:34]2)=[CH:39][CH:38]=1)([O-:44])=[O:43] |f:2.3.4|. Procedure: Pyrazole (20 mg), trans-N,N′-dimethylcyclohexane-1,2-diamine (24 μl), copper iodide (14 mg), and cesium carbonate (73 mg) were added to an N,N-dimethylpropyleneurea (2 ml) solution containing 3-iodo-7-nitroquinoline (45 mg), followed by stirring at 70° C. for 2.5 hours in a nitrogen atmosphere. Water was added to the reaction solution, an insoluble precipitate was purified by silica gel chromatography (n-hexane:ethyl acetate=1:0 to 0:1), and a light yellow solid of 7-nitro-3-(1H-pyrazol-1-yl)qui... The reactants are COc1ccc(OC)c(NCCCCCCCCCCCCCCCCO[Si](C)(C)C(C)(C)C)c1, CCCC[N+](CCCC)(CCCC)CCCC, [Cl-], [F-], [NH4+], C1CCOC1. Yields the product COc1ccc(OC)c(NCCCCCCCCCCCCCCCCO)c1. RXN SMILES: [C:1]([Si:2]([CH3:3])([CH3:4])[O:6][CH2:7][CH2:8][CH2:9][CH2:10][CH2:11][CH2:12][CH2:13][CH2:14][CH2:15][CH2:16][CH2:17][CH2:18][CH2:19][CH2:20][CH2:21][CH2:22][NH:23][c:24]1[c:25]([O:32][CH3:33])[cH:26][cH:27][c:28]([O:30][CH3:31])[cH:29]1)([CH3:5])([CH3:34])[CH3:35].[CH3:37][CH2:38][CH2:39][CH2:40][N+:41]([CH2:42][CH2:43][CH2:44][CH3:45])([CH2:46][CH2:47][CH2:48][CH3:49])[CH2:50][CH2:51][CH2:52][CH3:53].[Cl-:54].[F-:36].[NH4+:55].[O:56]1[CH2:57][CH2:58][CH2:59][CH2:60]1>>[OH:6][CH2:7][CH2:8][CH2:9][CH2:10][CH2:11][CH2:12][CH2:13][CH2:14][CH2:15][CH2:16][CH2:17][CH2:18][CH2:19][CH2:20][CH2:21][CH2:22][NH:23][c:24]1[c:25]([O:32][CH3:33])[cH:26][cH:27][c:28]([O:30][CH3:31])[cH:29]1. The reactants are C1COCCN1, ClCCl, O=C=NC(=O)c1cccc(-c2noc(-c3ccccc3F)n2)c1. Product: O=C(NC(=O)N1CCOCC1)c1cccc(-c2noc(-c3ccccc3F)n2)c1. As a reaction SMILES: [CH2:1]1[CH2:2][O:3][CH2:4][CH2:5][NH:6]1.[Cl:30][CH2:31][Cl:32].[F:7][c:8]1[c:9](-[c:14]2[n:15][c:16](-[c:19]3[cH:20][c:21]([C:22](=[O:23])[N:24]=[C:25]=[O:26])[cH:27][cH:28][cH:29]3)[n:17][o:18]2)[cH:10][cH:11][cH:12][cH:13]1>>[CH2:1]1[CH2:2][O:3][CH2:4][CH2:5][N:6]1[C:25]([NH:24][C:22]([c:21]1[cH:20][c:19](-[c:16]2[n:15][c:14](-[c:9]3[c:8]([F:7])[cH:13][cH:12][cH:11][cH:10]3)[o:18][n:17]2)[cH:29][cH:28][cH:27]1)=[O:23])=[O:26].